This data is from the Open Reaction Database (ORD), a public repository of structured organic reaction records. The task is: describe an organic reaction: reactants, conditions, products, and yield The reactants are [O-]CC.[Na+] (sodium ethoxide), C(#N)C1=C(SC=C1C)N=COCC (3-cyano-2-ethoxymethyleneamino-4-methylthiophene), CC1=C(OCCN)C(=CC(=C1)CCC)C (2-(2,6-dimethyl-4-propylphenoxy)ethylamine). Run in C(C)O (ethanol), C(C)O (ethanol). Yields the product CC1=C(OCCNC2=C3C(=NCN2C)SC=C3)C(=CC(=C1)CCC)C (4-[2-(2,6-dimethyl-4-propylphenoxy)ethylamino]-3-methylthieno[2,3-d]pyrimidine). Yield: 59.0%. Reaction SMILES: [C:1]([C:3]1[C:7](C)=[CH:6][S:5][C:4]=1[N:9]=[CH:10]OCC)#[N:2].[CH3:14][C:15]1[CH:24]=[C:23]([CH2:25][CH2:26][CH3:27])[CH:22]=[C:21]([CH3:28])[C:16]=1[O:17][CH2:18][CH2:19][NH2:20].[O-][CH2:30]C.[Na+]>C(O)C>[CH3:14][C:15]1[CH:24]=[C:23]([CH2:25][CH2:26][CH3:27])[CH:22]=[C:21]([CH3:28])[C:16]=1[O:17][CH2:18][CH2:19][NH:20][C:1]1[N:2]([CH3:30])[CH2:10][N:9]=[C:4]2[S:5][CH:6]=[CH:7][C:3]=12 |f:2.3|. Procedure: 3.9 g (0.02 mole) of 3-cyano-2-ethoxymethyleneamino-4-methylthiophene and 4.1 g (0.02 mole) of 2-(2,6-dimethyl-4-propylphenoxy)ethylamine were dissolved in 30 ml of ethanol, and the solution was heated under reflux for 5 hours. It was then cooled and 50 ml of ethanol containing 0.05 mole of sodium ethoxide were added; the whole mixture was then heated under reflux for 6 hours. At the end of this time, the ethanol was distilled off and water was added to the residue. The oily phase was separated ... Starting materials: ClC=1C=C(C=CC1)[N+](=O)[O-] (3-chloronitrobenzene), S(=O)([O-])[O-].[Na+].[Na+] (sodium sulphite), [OH-].[Na+] (sodium hydroxide), Cl (hydrochloric acid). The solvent is O (water). Run at time 90 minute. The product is ClC1=C(S(=O)(=O)O)C=CC(=C1)N (2-chlorosulphanilic acid). RXN SMILES: [Cl:1][C:2]1[CH:3]=[C:4]([N+:8]([O-])=O)[CH:5]=[CH:6][CH:7]=1.[S:11]([O-:14])([O-:13])=[O:12].[Na+].[Na+].[OH-].[Na+].Cl>O>[Cl:1][C:2]1[CH:3]=[C:4]([NH2:8])[CH:5]=[CH:6][C:7]=1[S:11]([OH:14])(=[O:13])=[O:12] |f:1.2.3,4.5|. Procedure: A mixture of 31.5 grams of 3-chloronitrobenzene, 450 milliliters of 5N-sodium sulphite solution and 500 milliliters of 2N sodium hydroxide solution was refluxed with stirring for 90 minutes, acidified with concentrated hydrochloric acid, and refluxed for 1 hour. On cooling and diluting with water a solid crystallised out which was filtered and washed with water to give 9.9 grams of 2-chlorosulphanilic acid.